From a dataset of the Open Reaction Database (ORD), a public repository of structured organic reaction records. describe an organic reaction: reactants, conditions, products, and yield Starting materials: Cc1c(C#N)cccc1-n1ncc2c(OC(COCCO[Si](c3ccccc3)(c3ccccc3)C(C)(C)C)C(=O)Nc3ccc(C#N)cn3)ncnc21, C1CCOC1, CCCC[N+](CCCC)(CCCC)CCCC, [F-]. Yields the product Cc1c(C#N)cccc1-n1ncc2c(OC(COCCO)C(=O)Nc3ccc(C#N)cn3)ncnc21. Reaction SMILES: [C:19]([Si:20]([c:21]1[cH:22][cH:23][cH:60][cH:61][cH:62]1)([O:24][CH2:25][CH2:26][O:27][CH2:28][CH:29]([C:30](=[O:31])[NH:32][c:33]1[n:34][cH:35][c:36]([C:39]#[N:40])[cH:37][cH:38]1)[O:41][c:42]1[c:43]2[c:44]([n:45][cH:46][n:47]1)[n:48](-[c:51]1[c:52]([CH3:59])[c:53]([C:57]#[N:58])[cH:54][cH:55][cH:56]1)[n:49][cH:50]2)[c:63]1[cH:64][cH:65][cH:66][cH:67][cH:68]1)([CH3:69])([CH3:70])[CH3:71].[CH2:72]1[O:73][CH2:74][CH2:75][CH2:76]1.[CH3:2][CH2:3][CH2:4][CH2:5][N+:6]([CH2:7][CH2:8][CH2:9][CH3:10])([CH2:11][CH2:12][CH2:13][CH3:14])[CH2:15][CH2:16][CH2:17][CH3:18].[F-:1]>>[OH:24][CH2:25][CH2:26][O:27][CH2:28][CH:29]([C:30](=[O:31])[NH:32][c:33]1[n:34][cH:35][c:36]([C:39]#[N:40])[cH:37][cH:38]1)[O:41][c:42]1[c:43]2[c:44]([n:45][cH:46][n:47]1)[n:48](-[c:51]1[c:52]([CH3:59])[c:53]([C:57]#[N:58])[cH:54][cH:55][cH:56]1)[n:49][cH:50]2. Reactants: ClC=1C=CC=2N(N1)C(=CN2)C(C)C=2C(=C1C=NN(C1=CC2F)C)F (6-Chloro-3-[1-(4,6-difluoro-1-methyl-1H-indazol-5-yl)-ethyl]-imidazo[1,2-b]pyridazine), ClC=1C=CC=2N(N1)C(=CN2)C(O)C=2C(=C1C=NN(C1=CC2F)C)F ((6-chloroimidazo[1,2-b]pyridazin-3-yl)(4,6-difluoro-1-methyl-1H-indazol-5-yl)methanol), II (Iodine), [PH2](O)=O (phosphinic acid). Product: ClC=1C=CC=2N(N1)C(=CN2)CC=2C(=C1C=NN(C1=CC2F)C)F (6-Chloro-3-((4,6-difluoro-1-methyl-1H-indazol-5-yl)methyl)imidazo[1,2-b]pyridazine). Isolated yield 77.6%. Reaction SMILES: [Cl:1][C:2]1[CH:3]=[CH:4][C:5]2[N:6]([C:8]([CH:11]([C:13]3[C:14]([F:24])=[C:15]4[C:19](=[CH:20][C:21]=3[F:22])[N:18]([CH3:23])[N:17]=[CH:16]4)O)=[CH:9][N:10]=2)[N:7]=1.II.[PH2](=O)O.ClC1C=CC2N(C(C(C3C(F)=C4C(=CC=3F)N(C)N=C4)C)=CN=2)N=1>>[Cl:1][C:2]1[CH:3]=[CH:4][C:5]2[N:6]([C:8]([CH2:11][C:13]3[C:14]([F:24])=[C:15]4[C:19](=[CH:20][C:21]=3[F:22])[N:18]([CH3:23])[N:17]=[CH:16]4)=[CH:9][N:10]=2)[N:7]=1. Reported procedure: The title compound as a light yellow solid (370 mg, 1.109 mmol, 78%) was synthesized from (6-chloroimidazo[1,2-b]pyridazin-3-yl)(4,6-difluoro-1-methyl-1H-indazol-5-yl)methanol (500 mg, 1.43 mmol), Iodine (907 mg, 3.57 mmol) and phosphinic acid (50%, 0.55 mL) using the same procedure as described in the synthesis of compound 31.2. 1H-NMR (400 MHz, MeOH-d4) δ ppm 8.07 (s, 1H), 8.01 (d, 1H), 7.44 (s, 1H), 7.29 (d, 1H), 7.27 (d, 1H), 4.46 (s, 2H), 4.04 (s, 3H). LCMS (method B): [MH]+=333.9, tR=2.68 ... The product is OC=1C=C(CC2N(CCC3=CC(=CC=C23)OC)CC=C(C)C)C=CC1OC ((3-hydroxy-4-methoxybenzyl)-6-methoxy-2-(3-methylbut-2-enyl)-1,2,3,4-tetrahydroisoquinoline). Run in C(C)O (ethanol). Reactants: OC1=C(C=C2CCNC(C2=C1)CC1=CC(=C(C=C1)OC)O)OC ((-)-7-Hydroxy-1-(3-hydroxy-4-methoxybenzyl)-6-methoxy-1,2,3,4-tetrahydroisoquinoline), [I-].[K+] (potassium iodide), C([O-])(O)=O.[Na+] (sodium bicarbonate), ClCC=C(C)C (1-chloro-3-methylbut-2-ene). RXN SMILES: O[C:2]1[CH:11]=[C:10]2[C:5]([CH2:6][CH2:7][NH:8][CH:9]2[CH2:12][C:13]2[CH:18]=[CH:17][C:16](OC)=[C:15]([OH:21])[CH:14]=2)=[CH:4][C:3]=1[O:22][CH3:23].[C:24](=[O:27])(O)[O-].[Na+].Cl[CH2:30][CH:31]=[C:32]([CH3:34])[CH3:33].[I-].[K+]>C(O)C>[OH:21][C:15]1[CH:14]=[C:13]([CH:18]=[CH:17][C:16]=1[O:27][CH3:24])[CH2:12][CH:9]1[C:10]2[C:5](=[CH:4][C:3]([O:22][CH3:23])=[CH:2][CH:11]=2)[CH2:6][CH2:7][N:8]1[CH2:30][CH:31]=[C:32]([CH3:34])[CH3:33] |f:1.2,4.5|. Procedure details: 1.38 g. (4.37 mmol) (-)-7-Hydroxy-1-(3-hydroxy-4-methoxybenzyl)-6-methoxy-1,2,3,4-tetrahydroisoquinoline in 25 ml. anhydrous ethanol is mixed with 0.9 g. (10.7 mmol) sodium bicarbonate, 0.44 g. (4.2 mmol) 1-chloro-3-methylbut-2-ene and 100 mg. potassium iodide. The reaction mixture is allowed to react for 1 hour at ambient temperature and for 4 hours at 80° C. The usual working up and chromatographic purification on silica gel with chloroform as elution agent gives (3-hydroxy-4-methoxybenzyl)-6-... Starting materials: N1CCC(CC1)C1OC2=C(CN3C1=CC=C3)C=CC=C2 (11-(piperidin-4-yl)-5H,11H-pyrrolo[2,1-c][1,4]benzoxazepine), ClC=1C=C(CCCl)C=CC1 (3-chlorophenethyl chloride), C(=O)([O-])[O-].[K+].[K+] (K2CO3). Solvent: C(C)(=O)OCCCC (n-butyl acetate). The product is ClC=1C=C(C=CC1)CCN1CCC(CC1)C1OC2=C(CN3C1=CC=C3)C=CC=C2 (11-{1-[2-(3-Chlorophenyl)ethyl]piperidin-4-yl}-5H,11H-pyrrolo[2,1-c][1,4]benzoxazepine). Reaction SMILES: [NH:1]1[CH2:6][CH2:5][CH:4]([CH:7]2[C:13]3=[CH:14][CH:15]=[CH:16][N:12]3[CH2:11][C:10]3[CH:17]=[CH:18][CH:19]=[CH:20][C:9]=3[O:8]2)[CH2:3][CH2:2]1.[Cl:21][C:22]1[CH:23]=[C:24]([CH:28]=[CH:29][CH:30]=1)[CH2:25][CH2:26]Cl.C([O-])([O-])=O.[K+].[K+]>C(OCCCC)(=O)C>[Cl:21][C:22]1[CH:23]=[C:24]([CH2:25][CH2:26][N:1]2[CH2:2][CH2:3][CH:4]([CH:7]3[C:13]4=[CH:14][CH:15]=[CH:16][N:12]4[CH2:11][C:10]4[CH:17]=[CH:18][CH:19]=[CH:20][C:9]=4[O:8]3)[CH2:5][CH2:6]2)[CH:28]=[CH:29][CH:30]=1 |f:2.3.4|. Procedure: A mixture of 11-(piperidin-4-yl)-5H,11H-pyrrolo[2,1-c][1,4]benzoxazepine (6.05 g, 0.023 mole), 3-chlorophenethyl chloride (4.74 g, 0.027 mole), K2CO3 (10.9 g) and KI (0.1 g) in 130 ml n-butyl acetate was refluxed for 50 hours. The reaction mixture was cooled, filtered and concentrated to an oil. Starting materials: N(=[N+]=[N-])[C@@H]1CN(C[C@@H]1OC(C1=CC=CC=C1)(C1=CC=C(C=C1)OC)C1=CC=C(C=C1)OC)C(=O)OC(C)(C)C ((3R,4S)-tert-butyl 3-azido-4-(bis(4-methoxyphenyl)(phenyl)methoxy)pyrrolidine-1-carboxylate), C1(=CC=CC=C1)P(C1=CC=CC=C1)C1=CC=CC=C1 (triphenylphosphine), N[C@@H]1CN(C[C@@H]1OC(C1=CC=CC=C1)(C1=CC=C(C=C1)OC)C1=CC=C(C=C1)OC)C(=O)OC(C)(C)C ((3R,4S)-tert-butyl 3-amino-4-(bis(4-methoxyphenyl)(phenyl)methoxy)pyrrolidine-1-carboxylate), mixture, C([O-])([O-])=O.[Na+].[Na+] (sodium carbonate), ClC(=O)OCC1=CC=CC=C1 (Benzyl chloroformate). The solvent is C1CCOC1 (THF), O1CCOCC1.O (1,4-dioxane water). Run at time 18 hour. Product: C(C1=CC=CC=C1)OC(=O)N[C@@H]1CN(C[C@@H]1OC(C1=CC=CC=C1)(C1=CC=C(C=C1)OC)C1=CC=C(C=C1)OC)C(=O)OC(C)(C)C ((3R,4S)-tert-butyl 3-(benzyloxycarbonylamino)-4-(bis(4-methoxyphenyl)(phenyl)methoxy)pyrrolidine-1-carboxylate). Yield: 60.4%. Reaction SMILES: [N:1]([C@H:4]1[C@@H:8]([O:9][C:10]([C:25]2[CH:30]=[CH:29][C:28]([O:31][CH3:32])=[CH:27][CH:26]=2)([C:17]2[CH:22]=[CH:21][C:20]([O:23][CH3:24])=[CH:19][CH:18]=2)[C:11]2[CH:16]=[CH:15][CH:14]=[CH:13][CH:12]=2)[CH2:7][N:6]([C:33]([O:35][C:36]([CH3:39])([CH3:38])[CH3:37])=[O:34])[CH2:5]1)=[N+]=[N-].C1(P(C2C=CC=CC=2)C2C=CC=CC=2)C=CC=CC=1.N[C@H]1[C@@H](OC(C2C=CC(OC)=CC=2)(C2C=CC(OC)=CC=2)C2C=CC=CC=2)CN(C(OC(C)(C)C)=O)C1.C(=O)([O-])[O-].[Na+].[Na+].Cl[C:103]([O:105][CH2:106][C:107]1[CH:112]=[CH:111][CH:110]=[CH:109][CH:108]=1)=[O:104]>C1COCC1.O1CCOCC1.O>[CH2:106]([O:105][C:103]([NH:1][C@H:4]1[C@@H:8]([O:9][C:10]([C:25]2[CH:30]=[CH:29][C:28]([O:31][CH3:32])=[CH:27][CH:26]=2)([C:17]2[CH:22]=[CH:21][C:20]([O:23][CH3:24])=[CH:19][CH:18]=2)[C:11]2[CH:16]=[CH:15][CH:14]=[CH:13][CH:12]=2)[CH2:7][N:6]([C:33]([O:35][C:36]([CH3:39])([CH3:38])[CH3:37])=[O:34])[CH2:5]1)=[O:104])[C:107]1[CH:112]=[CH:111][CH:110]=[CH:109][CH:108]=1 |f:3.4.5,8.9|. Procedure details: To a solution of (3R,4S)-tert-butyl 3-azido-4-(bis(4-methoxyphenyl)(phenyl)methoxy)pyrrolidine-1-carboxylate (3.0 g, 5.65 mmol) in anhydrous THF (70 mL) was added triphenylphosphine (2.97 g, 11.3 mmol). The resulting mixture was stirred at ambient temperature for 18 hours. The mixture was concentrated under reduced pressure and to the residue were added methanol (35 mL) and a 0.5 N sodium hydroxide solution (35 mL). The mixture was stirred at ambient temperature 18 hours, and then partitioned be... Reactants: CCOC(=O)c1[nH]c2ccccc2c1NC(=O)c1ccc(OC)cc1, [Na+], C1CCOC1, [OH-], O. The product is COc1ccc(C(=O)Nc2c(C(=O)O)[nH]c3ccccc23)cc1. Reaction SMILES: [CH2:1]([CH3:2])[O:3][C:4](=[O:5])[c:6]1[nH:7][c:8]2[cH:9][cH:10][cH:11][cH:12][c:13]2[c:14]1[NH:15][C:16]([c:17]1[cH:18][cH:19][c:20]([O:23][CH3:24])[cH:21][cH:22]1)=[O:25].[Na+:27].[O:28]1[CH2:29][CH2:30][CH2:31][CH2:32]1.[OH-:26].[OH2:33]>>[O:3]=[C:4]([OH:5])[c:6]1[nH:7][c:8]2[cH:9][cH:10][cH:11][cH:12][c:13]2[c:14]1[NH:15][C:16]([c:17]1[cH:18][cH:19][c:20]([O:23][CH3:24])[cH:21][cH:22]1)=[O:25]. Reactants: BrCCC (1-bromopropane), Mg, C(C1=CC=CC=C1)O[C@H]1CC[C@H](CC1)C(C)=O (1-(cis-4-(benzyloxy)cyclohexyl)ethanone). Solvent: C1CCOC1 (THF). Product: C(C1=CC=CC=C1)O[C@H]1CC[C@H](CC1)C(CCC)=O (1-(cis-4-(benzyloxy)cyclohexyl)butan-1-one). Isolated yield 55.6%. As a reaction SMILES: Br[CH2:2][CH2:3]C.[CH2:5]([O:12][C@@H:13]1[CH2:18][CH2:17][C@H:16]([C:19](=[O:21])[CH3:20])[CH2:15][CH2:14]1)[C:6]1[CH:11]=[CH:10][CH:9]=[CH:8][CH:7]=1>C1COCC1>[CH2:5]([O:12][C@@H:13]1[CH2:18][CH2:17][C@H:16]([C:19](=[O:21])[CH2:20][CH2:2][CH3:3])[CH2:15][CH2:14]1)[C:6]1[CH:11]=[CH:10][CH:9]=[CH:8][CH:7]=1. Procedure: To a suspension of Mg (0.51 g, 21.6 mmol, 5.0 eq.) in dry THF (15 mL) under N2 was added 1-bromopropane (0.51 g, 2 mL, 5.0 eq.) dropwise and stirred at room temperature until Mg disappeared, then 1-(cis-4-(benzyloxy)cyclohexyl)ethanone (1.2 g, 4.3 mmol, 1.0 eq.) was added to the reaction mixture in an ice bath. The reaction mixture was warmed to r.t and stirred for 3 h., extracted (EtOAc), washed (brine), dried (Na2SO4), filtered and concentrated. The crude was then purified by silica gel chroma... Starting materials: O=C([O-])[O-], CCOC(C)=O, O=C(c1nc2cc(Cl)c(Cl)cc2[nH]1)C(F)(F)F, [K+], [K+], CN(C)C=O, OCCCl. Product: FC(F)(F)C1(c2nc3cc(Cl)c(Cl)cc3[nH]2)OCCO1. As a reaction SMILES: [C:22](=[O:23])([O-:24])[O-:25].[CH3:33][CH2:34][O:35][C:36](=[O:37])[CH3:38].[Cl:1][c:2]1[cH:3][c:4]2[c:5]([nH:6][c:7]([C:9]([C:10]([F:11])([F:12])[F:13])=[O:14])[n:8]2)[cH:15][c:16]1[Cl:17].[K+:26].[K+:27].[O:28]=[CH:29][N:30]([CH3:31])[CH3:32].[OH:18][CH2:19][CH2:20][Cl:21]>>[Cl:1][c:2]1[cH:3][c:4]2[c:5]([n:6][c:7]([C:9]3([C:10]([F:11])([F:12])[F:13])[O:14][CH2:20][CH2:19][O:18]3)[nH:8]2)[cH:15][c:16]1[Cl:17]. Reactants: CCCC[Sn](CCCC)(CCCC)c1ccco1, ClCCl, CN(C)C=O, CCN(C(C)C)C(C)C, [Cl-], [F-], [K+], [Li+], Nc1cnc(Br)cn1, c1ccc(P(c2ccccc2)(c2ccccc2)[Pd](P(c2ccccc2)(c2ccccc2)c2ccccc2)(P(c2ccccc2)(c2ccccc2)c2ccccc2)P(c2ccccc2)(c2ccccc2)c2ccccc2)cc1. Yields the product Nc1cnc(-c2ccco2)cn1. As a reaction SMILES: [CH2:20]([Sn:21]([CH2:22][CH2:23][CH2:24][CH3:30])([c:25]1[o:26][cH:27][cH:28][cH:29]1)[CH2:31][CH2:32][CH2:33][CH3:34])[CH2:35][CH2:36][CH3:37].[CH2:45]([Cl:46])[Cl:47].[CH3:40][N:41]([CH3:42])[CH:43]=[O:44].[CH:9]([N:10]([CH2:11][CH3:12])[CH:13]([CH3:14])[CH3:15])([CH3:16])[CH3:17].[Cl-:19].[F-:38].[K+:39].[Li+:18].[NH2:1][c:2]1[n:3][cH:4][c:5]([Br:8])[n:6][cH:7]1.[cH:48]1[cH:49][cH:50][c:51]([P:52]([Pd:53]([P:54]([c:55]2[cH:56][cH:57][cH:58][cH:59][cH:60]2)([c:61]2[cH:62][cH:63][cH:64][cH:65][cH:66]2)[c:67]2[cH:68][cH:69][cH:70][cH:71][cH:72]2)([P:73]([c:74]2[cH:75][cH:76][cH:77][cH:78][cH:79]2)([c:80]2[cH:81][cH:82][cH:83][cH:84][cH:85]2)[c:86]2[cH:87][cH:88][cH:89][cH:90][cH:91]2)[P:92]([c:93]2[cH:94][cH:95][cH:96][cH:97][cH:98]2)([c:99]2[cH:100][cH:101][cH:102][cH:103][cH:104]2)[c:105]2[cH:106][cH:107][cH:108][cH:109][cH:110]2)([c:111]2[cH:112][cH:113][cH:114][cH:115][cH:116]2)[c:117]2[cH:118][cH:119][cH:120][cH:121][cH:122]2)[cH:123][cH:124]1>>[NH2:1][c:2]1[n:3][cH:4][c:5](-[c:25]2[o:26][cH:27][cH:28][cH:29]2)[n:6][cH:7]1.